Dataset: the Open Reaction Database (ORD), a public repository of structured organic reaction records. Task: describe an organic reaction: reactants, conditions, products, and yield Starting materials: BrC1=NC=C(C=C1[N+](=O)[O-])Cl (2-Bromo-3-nitro-5-chloropyridine), CC1=C(C(=CC=C1)C)O (2,6-dimethylphenol), C([O-])([O-])=O.[K+].[K+] (potassium carbonate). The solvent is CN(C)C=O (DMF). Conditions: temperature 50 celsius. The product is ClC=1C=C(C(=NC1)OC1=C(C=CC=C1C)C)N (5-Chloro-2-(2,6-dimethyl-phenoxy)-pyridin-3-ylamine). As a reaction SMILES: Br[C:2]1[C:7]([N+:8]([O-])=O)=[CH:6][C:5]([Cl:11])=[CH:4][N:3]=1.[CH3:12][C:13]1[CH:18]=[CH:17][CH:16]=[C:15]([CH3:19])[C:14]=1[OH:20].C(=O)([O-])[O-].[K+].[K+]>CN(C=O)C>[Cl:11][C:5]1[CH:6]=[C:7]([NH2:8])[C:2]([O:20][C:14]2[C:15]([CH3:19])=[CH:16][CH:17]=[CH:18][C:13]=2[CH3:12])=[N:3][CH:4]=1 |f:2.3.4|. Procedure: 2-Bromo-3-nitro-5-chloropyridine (4.8 g, 20 mmol) and 2,6-dimethylphenol (5.0 g, 41 mmol) were magnetically stirred in dry DMF (65 mL) and potassium carbonate (11.0 g, 80 mmol) was added. The mixture was heated at 50° C. for 4 days, allowed to cool to room temperature and added to ice; the product was extracted with ethyl acetate (3×100 mL). The extracts were washed with saturated aqueous NaHCO3 and dried (MgSO4), filtered and concentrated to provide the desired product. The reactants are N#Cc1cc(OC(F)(F)F)cc([N+](=O)[O-])c1N, CC#N, N#Cc1cc(OC(F)(F)F)cc([N+](=O)[O-])c1Cl, Cl[Cu]Cl, Cl, CC(C)(C)ON=O, N#Cc1cc(C(F)(F)F)cc(Cl)c1N. Product: N#Cc1cc(C(F)(F)F)cc(Cl)c1Cl. RXN SMILES: [C:1]([c:2]1[cH:3][c:4]([O:5][C:6]([F:7])([F:8])[F:9])[cH:10][c:11]([N+:12]([O-:13])=[O:14])[c:15]1[NH2:16])#[N:17].[CH3:56][C:57]#[N:58].[Cl:18][c:19]1[c:20]([N+:21]([O-:22])=[O:23])[cH:24][c:25]([O:26][C:27]([F:28])([F:29])[F:30])[cH:31][c:32]1[C:33]#[N:34].[Cl:60][Cu:61][Cl:62].[ClH:59].[N:49]([O:50][C:51]([CH3:52])([CH3:53])[CH3:54])=[O:55].[NH2:35][c:36]1[c:37]([Cl:48])[cH:38][c:39]([C:44]([F:45])([F:46])[F:47])[cH:40][c:41]1[C:42]#[N:43]>>[Cl:18][c:36]1[c:37]([Cl:48])[cH:38][c:39]([C:44]([F:45])([F:46])[F:47])[cH:40][c:41]1[C:42]#[N:43]. Starting materials: CC1(NC(CC(C1)O)(C)C)C (2,2,6,6-tetramethyl-4-hydroxypiperidine), [OH-].[Na+] (NaOH), N(=O)[O-].[Na+] (NaNO2), NC1=CC=CC=C1 (Aniline), ice. Run in O (water), Cl (HCl), O (water), ClCCl (dichloromethane), O (water), Cl (HCl). Run at temperature 23 celsius. The product is CC1(N(C(CC(C1)O)(C)C)N=NC1=CC=CC=C1)C (2,2,6,6-tetramethyl-1-phenyldiazenyl-piperidin-4-ol). Isolated yield 66.7%. RXN SMILES: [NH2:1][C:2]1[CH:7]=[CH:6][CH:5]=[CH:4][CH:3]=1.[N:8]([O-])=O.[Na+].[CH3:12][C:13]1([CH3:22])[CH2:18][CH:17]([OH:19])[CH2:16][C:15]([CH3:21])([CH3:20])[NH:14]1.[OH-].[Na+]>O.Cl.ClCCl>[CH3:12][C:13]1([CH3:22])[CH2:18][CH:17]([OH:19])[CH2:16][C:15]([CH3:21])([CH3:20])[N:14]1[N:8]=[N:1][C:2]1[CH:7]=[CH:6][CH:5]=[CH:4][CH:3]=1 |f:1.2,4.5|. Reported procedure: 9.31 g Aniline is added to a mixture of 50 g ice and 29.4 ml aqueous HCl (32% w/w). Then, a solution of 6.90 g NaNO2 in 30 ml water is slowly added while keeping the temperature between −5 and 0° C. To this solution, a cold (−5° C.) solution of 15.7 g 2,2,6,6-tetramethyl-4-hydroxypiperidine in 30 ml water and 9.8 ml aqueous HCl (32% w/w) and a cold solution of 16 g NaOH in 40 ml water are slowly added sequentially while keeping the temperature in the range from −5 to 0° C. The thick brown suspen... Reactants: Cl (hydrogen chloride), ClC1=CC(=C(C(=O)O)C=C1)[N+](=O)[O-] (4-chloro-2-nitrobenzoic acid), S(=O)(Cl)Cl (thionyl chloride). Solvent: CN(C=O)C (N,N-dimethylformamide). Reaction conditions: temperature 26 celsius. Yields the product final solution, ClC1=CC(=C(C(=O)Cl)C=C1)[N+](=O)[O-] (4-chloro-2-nitrobenzoyl chloride). Reaction SMILES: [Cl:1][C:2]1[CH:10]=[CH:9][C:5]([C:6](O)=[O:7])=[C:4]([N+:11]([O-:13])=[O:12])[CH:3]=1.S(Cl)([Cl:16])=O.Cl>CN(C)C=O>[Cl:1][C:2]1[CH:10]=[CH:9][C:5]([C:6]([Cl:16])=[O:7])=[C:4]([N+:11]([O-:13])=[O:12])[CH:3]=1. Procedure details: A mixture containing 1200 g. (5.95 moles) of 4-chloro-2-nitrobenzoic acid, 5000 ml. (69 moles) of thionyl chloride and 40 ml. of N,N-dimethylformamide was stirred 4 hours while the temperature was maintained at 26° C. When the evolution of hydrogen chloride subsided, the temperature was raised to 65° C. and stirring was continued an additional hour. After removing excess thionyl chloride by vacuum distillation, the residue was dissolved in 1 l. of 1,2-dichloroethane and the solution was evaporat...